From a dataset of the Open Reaction Database (ORD), a public repository of structured organic reaction records. describe an organic reaction: reactants, conditions, products, and yield Reactants: C(C)(C)(C)OC(N[C@@H]1C[C@H](CC1)OC1=C(C=CC(=C1)F)[N+](=O)[O-])=O ([(1S,3S)-3-(5-fluoro-2-nitro-phenoxy)-cyclopentyl]-carbamic acid tert-butyl ester), C(=O)(C(F)(F)F)O (TFA). Solvent: C(Cl)Cl (DCM). The product is FC(C(=O)O)(F)F.FC=1C=CC(=C(O[C@@H]2C[C@H](CC2)N)C1)[N+](=O)[O-] ((1S,3S)-3-(5-Fluoro-2-nitro-phenoxy)-cyclopentylamine trifluoroacetate). RXN SMILES: C(OC(=O)[NH:7][C@H:8]1[CH2:12][CH2:11][C@H:10]([O:13][C:14]2[CH:19]=[C:18]([F:20])[CH:17]=[CH:16][C:15]=2[N+:21]([O-:23])=[O:22])[CH2:9]1)(C)(C)C.[C:25]([OH:31])([C:27]([F:30])([F:29])[F:28])=[O:26]>C(Cl)Cl>[F:28][C:27]([F:30])([F:29])[C:25]([OH:31])=[O:26].[F:20][C:18]1[CH:17]=[CH:16][C:15]([N+:21]([O-:23])=[O:22])=[C:14]([CH:19]=1)[O:13][C@H:10]1[CH2:11][CH2:12][C@H:8]([NH2:7])[CH2:9]1 |f:3.4|. Procedure details: To [(1S,3S)-3-(5-fluoro-2-nitro-phenoxy)-cyclopentyl]-carbamic acid tert-butyl ester, cpd. XXXVII.1 (2.13 g) in DCM (150 ml) was added at 0° C. TFA (10 ml) and stirred at rt overnight. The reaction mixture was concentrated at rt and triturated with diisopropyl ether to give the desired compound. Starting materials: ClC1=C(C(=C(C(=O)OC)C=C1)SC)C(F)F (Methyl 4-chloro-3-difluoromethyl-2-methylsulphenylbenzoate), [OH-].[Li+] (lithium hydroxide), O (water). Solvent: CO (methanol). Yields the product ClC1=C(C(=C(C(=O)O)C=C1)SC)C(F)F (4-chloro-3-difluoromethyl-2-methylsulphenylbenzoic acid). Isolated yield 93.0%. As a reaction SMILES: [Cl:1][C:2]1[CH:11]=[CH:10][C:5]([C:6]([O:8]C)=[O:7])=[C:4]([S:12][CH3:13])[C:3]=1[CH:14]([F:16])[F:15].[OH-].[Li+].O>CO>[Cl:1][C:2]1[CH:11]=[CH:10][C:5]([C:6]([OH:8])=[O:7])=[C:4]([S:12][CH3:13])[C:3]=1[CH:14]([F:16])[F:15] |f:1.2|. Procedure details: Methyl 4-chloro-3-difluoromethyl-2-methylsulphenylbenzoate (9.1 g) and lithium hydroxide (2.2 g) were dissolved in methanol and water and the mixture stirred overnight at room temperature. The mixture was then evaporated and the residue dissolved in water and washed with ethyl acetate. The aqueous layer was acidified to pH 1 with 2M HCl and extracted with ethyl acetate. The organic extract was washed with water, dried (anhydrous magnesium sulphate) and filtered. The filtrate was evaporated to dr... Reactants: ClC1=NC2=CC(=C(C=C2C(=N1)N1CCC(CC1)CCNC(C1=C(C=CC(=C1)C)[N+](=O)[O-])=O)OC)OC (1-(2-Chloro-6,7-dimethoxy-4-quinazolinyl)-4-[2-(5-methyl-2-nitrobenzoylamino)ethyl]piperidine), CN1C(CCC1)=O (N-methylpyrrolidinone), CN(C=O)C (dimethylformamide). The product is COC=1C=C2C(=NC(=NC2=CC1OC)N1CCOCC1)N1CCC(CC1)CCNC(C1=C(C=CC(=C1)C)[N+](=O)[O-])=O (1-(6,7-Dimethoxy-2-morpholino-4-quinazolinyl)-4-[2-(5-methyl-2-nitrobenzoylamino)ethyl]piperidine). The yield is 83.0%. RXN SMILES: Cl[C:2]1[N:11]=[C:10]([N:12]2[CH2:17][CH2:16][CH:15]([CH2:18][CH2:19][NH:20][C:21](=[O:32])[C:22]3[CH:27]=[C:26]([CH3:28])[CH:25]=[CH:24][C:23]=3[N+:29]([O-:31])=[O:30])[CH2:14][CH2:13]2)[C:9]2[C:4](=[CH:5][C:6]([O:35][CH3:36])=[C:7]([O:33][CH3:34])[CH:8]=2)[N:3]=1.C[N:38]1[CH2:42][CH2:41][CH2:40][C:39]1=O.CN(C)C=[O:47]>>[CH3:34][O:33][C:7]1[CH:8]=[C:9]2[C:4](=[CH:5][C:6]=1[O:35][CH3:36])[N:3]=[C:2]([N:38]1[CH2:42][CH2:41][O:47][CH2:40][CH2:39]1)[N:11]=[C:10]2[N:12]1[CH2:17][CH2:16][CH:15]([CH2:18][CH2:19][NH:20][C:21](=[O:32])[C:22]2[CH:27]=[C:26]([CH3:28])[CH:25]=[CH:24][C:23]=2[N+:29]([O-:31])=[O:30])[CH2:14][CH2:13]1. Reported procedure: The same procedure as in Example 1 was repeated, except that 2.5 g (4.87 mmol) of Compound m obtained in Reference Example 10 was used, and N-methylpyrrolidinone was used as the solvent in place of dimethylformamide, to give 2.29 g (yield: 83%) of Compound n as white crystals. Reactants: [BH4-], CCOC(=O)COc1ccc(C(=O)CCc2sc(-c3ccc(C(F)(F)F)cc3)nc2C)cc1C, [Na+], C1CCOC1, O. The product is CCOC(=O)COc1ccc(C(O)CCc2sc(-c3ccc(C(F)(F)F)cc3)nc2C)cc1C. Reaction SMILES: [BH4-:35].[CH3:1][c:2]1[c:3]([O:4][CH2:5][C:6](=[O:7])[O:8][CH2:9][CH3:10])[cH:11][cH:12][c:13]([C:15]([CH2:16][CH2:17][c:18]2[c:19]([CH3:33])[n:20][c:21](-[c:23]3[cH:24][cH:25][c:26]([C:29]([F:30])([F:31])[F:32])[cH:27][cH:28]3)[s:22]2)=[O:34])[cH:14]1.[Na+:36].[O:37]1[CH2:38][CH2:39][CH2:40][CH2:41]1.[OH2:42]>>[CH3:1][c:2]1[c:3]([O:4][CH2:5][C:6](=[O:7])[O:8][CH2:9][CH3:10])[cH:11][cH:12][c:13]([CH:15]([CH2:16][CH2:17][c:18]2[c:19]([CH3:33])[n:20][c:21](-[c:23]3[cH:24][cH:25][c:26]([C:29]([F:30])([F:31])[F:32])[cH:27][cH:28]3)[s:22]2)[OH:34])[cH:14]1. Starting materials: C1(CC1)C1=NN(C(=C1)N)C (3-cyclopropyl-1-methyl-1H-pyrazol-5-amine), FC1=C(C=CC(=C1)OC1=CC(=NC=C1)C=1C=NN(C1)C)NC(OC(=C)C)=O (prop-1-en-2-yl 2-fluoro-4-(2-(1-methyl-1H-pyrazol-4-yl)pyridin-4-yloxy)phenylcarbamate), C1CCC2=NCCCN2CC1 (DBU). Solvent: O1CCOCC1 (dioxane). Run at temperature 70 celsius, time 8 hour. Yields the product C1(CC1)C1=NN(C(=C1)NC(=O)NC1=C(C=C(C=C1)OC1=CC(=NC=C1)C=1C=NN(C1)C)F)C (1-(3-cyclopropyl-1-methyl-1H-pyrazol-5-yl)-3-(2-fluoro-4-(2-(1-methyl-1H-pyrazol-4-yl)pyridin-4-yloxy)phenyl)urea). The yield is 13.4%. As a reaction SMILES: [CH:1]1([C:4]2[CH:8]=[C:7]([NH2:9])[N:6]([CH3:10])[N:5]=2)[CH2:3][CH2:2]1.[F:11][C:12]1[CH:17]=[C:16]([O:18][C:19]2[CH:24]=[CH:23][N:22]=[C:21]([C:25]3[CH:26]=[N:27][N:28]([CH3:30])[CH:29]=3)[CH:20]=2)[CH:15]=[CH:14][C:13]=1[NH:31][C:32](=O)[O:33]C(C)=C.C1CCN2C(=NCCC2)CC1>O1CCOCC1>[CH:1]1([C:4]2[CH:8]=[C:7]([NH:9][C:32]([NH:31][C:13]3[CH:14]=[CH:15][C:16]([O:18][C:19]4[CH:24]=[CH:23][N:22]=[C:21]([C:25]5[CH:26]=[N:27][N:28]([CH3:30])[CH:29]=5)[CH:20]=4)=[CH:17][C:12]=3[F:11])=[O:33])[N:6]([CH3:10])[N:5]=2)[CH2:3][CH2:2]1. Reported procedure: To a solution of 3-cyclopropyl-1-methyl-1H-pyrazol-5-amine (60 mg, 0.434 mmol) in dioxane (1 mL) was added prop-1-en-2-yl 2-fluoro-4-(2-(1-methyl-1H-pyrazol-4-yl)pyridin-4-yloxy)phenylcarbamate from Example 21 (0.16 g, 0.434 mmol), and DBU (6.61 mg, 0.043 mmol) and the mixture was stirred overnight at 70° C. The reaction was checked by LC-MS, solvent was removed and the residue was purified by silica gel column chromatography (EtOAc/hexane→CH2Cl2/MeOH). Pure fractions were combined and concentra... Starting materials: C1(CCCCCC1)C1=C(C=CC(=C1)CO)C1=C(C=CC(=C1)OC)F ((2-Cycloheptyl-2′-fluoro-5′-(methyloxy)-1,1′-biphenyl-4-yl)methanol), S(=O)(Cl)Cl (thionyl chloride). The solvent is C(Cl)Cl (DCM), CN(C)C=O (DMF). Reaction conditions: time 1 hour. The product is ClCC1=CC(=C(C=C1)C1=C(C=CC(=C1)OC)F)C1CCCCCC1 (4-(Chloromethyl)-2-cycloheptyl-2′-fluoro-5′-(methyloxy)-1,1′-biphenyl). Yield: 79.3%. Reaction SMILES: [CH:1]1([C:8]2[CH:13]=[C:12]([CH2:14]O)[CH:11]=[CH:10][C:9]=2[C:16]2[CH:21]=[C:20]([O:22][CH3:23])[CH:19]=[CH:18][C:17]=2[F:24])[CH2:7][CH2:6][CH2:5][CH2:4][CH2:3][CH2:2]1.S(Cl)([Cl:27])=O>C(Cl)Cl.CN(C=O)C>[Cl:27][CH2:14][C:12]1[CH:11]=[CH:10][C:9]([C:16]2[CH:21]=[C:20]([O:22][CH3:23])[CH:19]=[CH:18][C:17]=2[F:24])=[C:8]([CH:1]2[CH2:7][CH2:6][CH2:5][CH2:4][CH2:3][CH2:2]2)[CH:13]=1. Procedure: To a stirred solution of 78.7E (0.185 g, 0.6 mmol) in DCM (6 mL) and DMF (0.04 mL) at 0° C. was added thionyl chloride (0.08 mL, 1 mmol). The reaction was stirred at room temperature for one hour and then concentrated in vacuo. The product was purified on silica gel (0-10% EtOAc in hexanes) to yield 78.7F as a colorless oil (0.165 g, 84% yield). Starting materials: BrC=1C(=NC=C(C(=O)NC2=CC=C(C=C2)OC(F)(F)F)C1)N1CCCC1 (5-bromo-6-(pyrrolidin-1-yl)-N-(4-(trifluoromethoxy)phenyl)nicotinamide), OCC1=CC=C(C=N1)B(O)O ((6-(hydroxymethyl)pyridin-3-yl)boronic acid). Yields the product OCC1=CC=C(C=N1)C=1C(=NC=C(C1)C(=O)NC1=CC=C(C=C1)OC(F)(F)F)N1CCCC1 (6′-(Hydroxymethyl)-2-(pyrrolidin-1-yl)-N-(4-(trifluoromethoxy)phenyl)-[3,3′-bipyridine]-5-carboxamide). RXN SMILES: Br[C:2]1[C:3]([N:22]2[CH2:26][CH2:25][CH2:24][CH2:23]2)=[N:4][CH:5]=[C:6]([CH:21]=1)[C:7]([NH:9][C:10]1[CH:15]=[CH:14][C:13]([O:16][C:17]([F:20])([F:19])[F:18])=[CH:12][CH:11]=1)=[O:8].[OH:27][CH2:28][C:29]1[N:34]=[CH:33][C:32](B(O)O)=[CH:31][CH:30]=1>>[OH:27][CH2:28][C:29]1[N:34]=[CH:33][C:32]([C:2]2[C:3]([N:22]3[CH2:26][CH2:25][CH2:24][CH2:23]3)=[N:4][CH:5]=[C:6]([C:7]([NH:9][C:10]3[CH:15]=[CH:14][C:13]([O:16][C:17]([F:20])([F:19])[F:18])=[CH:12][CH:11]=3)=[O:8])[CH:21]=2)=[CH:31][CH:30]=1. Procedure details: The title compound was prepared in an analogous fashion to that described in Example 66 using 5-bromo-6-(pyrrolidin-1-yl)-N-(4-(trifluoromethoxy)phenyl)nicotinamide (Stage 67.1) and (6-(hydroxymethyl)pyridin-3-yl)boronic acid to afford a white solid. UPLC-MS (Condition 3) tR=1.0 min, m/z=459.2 [M+H]+, m/z=456.9 [M−H]−; 1H-NMR (400 MHz, DMSO-d6) δ ppm 1.67-1.84 (m, 4H) 3.05-3.21 (m, 4H) 4.62 (br. s, 2H) 5.50 (br. s, 1H) 7.34 (d, J=8.78 Hz, 2H) 7.54 (d, J=8.03 Hz, 1H) 7.81 (dd, J=8.03, 2.26 Hz, 1H...